Dataset: the Open Reaction Database (ORD), a public repository of structured organic reaction records. Task: describe an organic reaction: reactants, conditions, products, and yield Starting materials: CCOC(=O)C1=COC(=N1)N, C1=CN=C(C=C1Cl)Cl. The reagents and catalysts are C(=O)([O-])[O-].[Cs+].[Cs+], CC1(C2=C(C(=CC=C2)P(C3=CC=CC=C3)C4=CC=CC=C4)OC5=C1C=CC=C5P(C6=CC=CC=C6)C7=CC=CC=C7)C, C1=CC=C(C=C1)/C=C/C(=O)/C=C/C2=CC=CC=C2.C1=CC=C(C=C1)/C=C/C(=O)/C=C/C2=CC=CC=C2.C1=CC=C(C=C1)/C=C/C(=O)/C=C/C2=CC=CC=C2.[Pd].[Pd]. Run in C1COCCO1. Reaction conditions: temperature 140 celsius. Product: CCOC(=O)C1=COC(=N1)NC2=NC=CC(=C2)Cl. Yield: 37.0%. Procedure: Pd2(dba)3 (22.89 mg, 0.025 mmol), 9,9-dimethyl-4,5-bis(diphenylphosphino)xanthene (43.4 mg, 0.075 mmol), 2,4-dichloropyridine (148 mg, 1.00 mmol), cesium carbonate (651 mg, 2.00 mmol),ethyl 2-aminooxazole-4-carboxylate (156 mg, 1.00 mmol) were added to an oven dried microwave vial, the vial was capped and placed under an inert atmosphere, dioxane (4 mL) was added and the resulting mixture was heated to 140 °C for 1 h by microwave irradiation under a nitrogen atmosphere.  The crude product was pu... Starting materials: FC1=CC(=C(C=C1)C=1C(=CN=NC1)N)OC (5-(4-fluoro-2-methoxy-phenyl)-pyridazin-4-ylamine), ClCCl.CO (dichloromethane methanol). The product is FC1=CC(=C(C=C1)C=1C(=CN=NC1)NC)OC ([5-(4-Fluoro-2-methoxy-phenyl)-pyridazin-4-yl]-methyl-amine). Reaction SMILES: [F:1][C:2]1[CH:7]=[CH:6][C:5]([C:8]2[C:9]([NH2:14])=[CH:10][N:11]=[N:12][CH:13]=2)=[C:4]([O:15][CH3:16])[CH:3]=1.Cl[CH2:18]Cl.CO>>[F:1][C:2]1[CH:7]=[CH:6][C:5]([C:8]2[C:9]([NH:14][CH3:18])=[CH:10][N:11]=[N:12][CH:13]=2)=[C:4]([O:15][CH3:16])[CH:3]=1 |f:1.2|. Reported procedure: The title compound was prepared in analogy to example 1, intermediate a, from 5-(4-fluoro-2-methoxy-phenyl)-pyridazin-4-ylamine and using a gradient of dichloromethane:methanol (100:0 to 90:10) for the chromatographic purification. Brown oil (5%). MS (ESI+): m/z=234.1 ([M+H]+). Reactants: CC(=O)NC(=S)Nc1cc(C(=O)c2ccccc2)ccc1N, COC(=O)N=C=S, CC(C)=O. Yields the product COC(=O)NC(=S)Nc1ccc(C(=O)c2ccccc2)cc1NC(=S)NC(C)=O. As a reaction SMILES: [C:1]([CH3:2])(=[O:3])[NH:4][C:5]([NH:6][c:7]1[cH:8][c:9]([C:10](=[O:11])[c:12]2[cH:13][cH:14][cH:15][cH:16][cH:17]2)[cH:18][cH:19][c:20]1[NH2:21])=[S:22].[C:23](=[O:24])([O:25][CH3:26])[N:27]=[C:28]=[S:29].[CH3:30][C:31](=[O:32])[CH3:33]>>[C:1]([CH3:2])(=[O:3])[NH:4][C:5]([NH:6][c:7]1[cH:8][c:9]([C:10](=[O:11])[c:12]2[cH:13][cH:14][cH:15][cH:16][cH:17]2)[cH:18][cH:19][c:20]1[NH:21][C:28]([NH:27][C:23](=[O:24])[O:25][CH3:26])=[S:29])=[S:22]. The yield is 79.8%. Conditions: time 2 hour. The solvent is C(Cl)Cl (methylene chloride), C(C)(=O)OCC (ethyl acetate). Product: Cl.ClC1=CC(=C(NC2=NC=NC3=CC(=C(C=C23)OC)OCCNC2=CC=NC=C2)C=C1)F (4-(4-chloro-2-fluoroanilino)-6-methoxy-7-(2-(N-(4-pyridyl)amino)ethoxy)quinazoline hydrochloride). The reactants are N1=CC=C(C=C1)NCCO (2-(N-(4-pyridyl)amino)ethanol), N(=NC(=O)OCC)C(=O)OCC (Diethyl azodicarboxylate), ClC1=CC(=C(NC2=NC=NC3=CC(=C(C=C23)OC)O)C=C1)F (4-(4-chloro-2-fluoroanilino)-7-hydroxy-6-methoxyquinazoline), C1(=CC=CC=C1)P(C1=CC=CC=C1)C1=CC=CC=C1 (triphenylphosphine). Procedure details: Diethyl azodicarboxylate (261 mg, 1.5 mmol) was added dropwise to a suspension of of 4-(4-chloro-2-fluoroanilino)-7-hydroxy-6-methoxyquinazoline (160 mg, 0.5 mmol), (prepared as described for the starting material in Example 24), triphenylphosphine (393 mg, 1.5 mmol) and 2-(N-(4-pyridyl)amino)ethanol (97 mg, 0.7 mmol) in methylene chloride (8 ml) and the mixture stirred for 2 hours at ambient temperature. The mixture was diluted with ethyl acetate (5 ml), the solid product was collected by filtr... Reaction SMILES: N(C(OCC)=O)=NC(OCC)=O.[Cl:13][C:14]1[CH:33]=[CH:32][C:17]([NH:18][C:19]2[C:28]3[C:23](=[CH:24][C:25]([OH:31])=[C:26]([O:29][CH3:30])[CH:27]=3)[N:22]=[CH:21][N:20]=2)=[C:16]([F:34])[CH:15]=1.C1(P(C2C=CC=CC=2)C2C=CC=CC=2)C=CC=CC=1.[N:54]1[CH:59]=[CH:58][C:57]([NH:60][CH2:61][CH2:62]O)=[CH:56][CH:55]=1>C(Cl)Cl.C(OCC)(=O)C>[ClH:13].[Cl:13][C:14]1[CH:33]=[CH:32][C:17]([NH:18][C:19]2[C:28]3[C:23](=[CH:24][C:25]([O:31][CH2:62][CH2:61][NH:60][C:57]4[CH:58]=[CH:59][N:54]=[CH:55][CH:56]=4)=[C:26]([O:29][CH3:30])[CH:27]=3)[N:22]=[CH:21][N:20]=2)=[C:16]([F:34])[CH:15]=1 |f:6.7|. Starting materials: O (water), O (water), BrC1=C(C=C(C(=O)O)C=C1O)O (4-Bromo-3,5-dihydroxybenzoic acid), C(=O)([O-])[O-].[K+].[K+] (K2CO3), C(C=C)Br (allylbromide). The solvent is CN(C)C=O (DMF). Conditions: time 15 hour. Yields the product C(C=C)OC(C1=CC(=C(C(=C1)OCC=C)Br)OCC=C)=O (3,5-Bis-allyloxy-4-bromo-benzoic acid allyl ester). The yield is 194.8%. RXN SMILES: [Br:1][C:2]1[C:10]([OH:11])=[CH:9][C:5]([C:6]([OH:8])=[O:7])=[CH:4][C:3]=1[OH:12].C([O-])([O-])=O.[K+].[K+].[CH2:19](Br)[CH:20]=[CH2:21].O>CN(C=O)C>[CH2:19]([O:7][C:6](=[O:8])[C:5]1[CH:9]=[C:10]([O:11][CH2:10][CH:2]=[CH2:3])[C:2]([Br:1])=[C:3]([O:12][CH2:6][CH:5]=[CH2:4])[CH:4]=1)[CH:20]=[CH2:21] |f:1.2.3|. Procedure: To a solution of 4-Bromo-3,5-dihydroxybenzoic acid (20.43 g, 87.5 mmol, 1.0 equiv) in DMF (120 mL) at room temperature was added solid K2CO3 (60.5 g, 438 mmol, 5 equiv). To the suspension was added allylbromide (31 ml, 358 mmol, 4.1 equiv) dropwise over 25 minutes. After 15 hours, water (150 mL) was added and the slurry was poured into water (300 mL). The precipitate was separated by filtration, washed with water, and dissolved in ether. The solution was washed with brine, dried over MgSO4, filt...